describe an organic reaction: reactants, conditions, products, and yield From a dataset of the Open Reaction Database (ORD), a public repository of structured organic reaction records. Product: C[SiH](C)OC1(CSC2CCN(C(=O)OCc3ccc([N+](=O)[O-])cc3)C2)CC(C(C)(C)C)CN1C(=O)OCc1ccc([N+](=O)[O-])cc1. Reactants: C[SiH](C)OC1(COS(C)(=O)=O)CC(C(C)(C)C)CN1C(=O)OCc1ccc([N+](=O)[O-])cc1, CO, C[O-], CO, CCOC(C)=O, [Na+], O=C(OCc1ccc([N+](=O)[O-])cc1)N1CCC(S)C1. Reaction SMILES: [C:25]([CH3:26])([CH3:27])([CH3:28])[CH:29]1[CH2:30][C:31]([CH2:47][O:48][S:49]([CH3:50])(=[O:51])=[O:52])([O:53][SiH:54]([CH3:55])[CH3:56])[N:32]([C:34](=[O:35])[O:36][CH2:37][c:38]2[cH:39][cH:40][c:41]([N+:44](=[O:45])[O-:46])[cH:42][cH:43]2)[CH2:33]1.[CH3:20][OH:21].[CH3:22][O-:23].[CH3:57][OH:58].[CH3:59][CH2:60][O:61][C:62](=[O:63])[CH3:64].[Na+:24].[SH:1][CH:2]1[CH2:3][N:4]([C:7](=[O:8])[O:9][CH2:10][c:11]2[cH:12][cH:13][c:14]([N+:17](=[O:18])[O-:19])[cH:15][cH:16]2)[CH2:5][CH2:6]1>>[S:1]([CH:2]1[CH2:3][N:4]([C:7](=[O:8])[O:9][CH2:10][c:11]2[cH:12][cH:13][c:14]([N+:17](=[O:18])[O-:19])[cH:15][cH:16]2)[CH2:5][CH2:6]1)[CH2:47][C:31]1([O:53][SiH:54]([CH3:55])[CH3:56])[CH2:30][CH:29]([C:25]([CH3:26])([CH3:27])[CH3:28])[CH2:33][N:32]1[C:34](=[O:35])[O:36][CH2:37][c:38]1[cH:39][cH:40][c:41]([N+:44](=[O:45])[O-:46])[cH:42][cH:43]1.